From a dataset of the Open Reaction Database (ORD), a public repository of structured organic reaction records. describe an organic reaction: reactants, conditions, products, and yield Reactants: C(C(O)CC(=O)[O-])(=O)[O-].C(CC(O)(C(=O)O)CC(=O)O)(=O)O.[Ca+2] (calcium citrate malate salt), [Ca] (calcium). Product: C(CC(O)(C(=O)[O-])CC(=O)[O-])(=O)[O-] (citrate), C(C(O)CC(=O)[O-])(=O)[O-] (malate). As a reaction SMILES: [C:1]([O-:9])(=[O:8])[CH:2]([CH2:4][C:5]([O-:7])=[O:6])[OH:3].[C:10]([OH:22])(=[O:21])[CH2:11][C:12]([CH2:17][C:18]([OH:20])=[O:19])([C:14]([OH:16])=[O:15])[OH:13].[Ca+2].[Ca]>>[C:10]([O-:22])(=[O:21])[CH2:11][C:12]([CH2:17][C:18]([O-:20])=[O:19])([C:14]([O-:16])=[O:15])[OH:13].[C:1]([O-:9])(=[O:8])[CH:2]([CH2:4][C:5]([O-:7])=[O:6])[OH:3] |f:0.1.2|. Reported procedure: Japanese patent application Sho 56/097,248 (Tanaka, 1981) discloses a calcium citrate malate salt of increased solubility. This salt is a 5:2:2 ratio of calcium:citrate:malate, formed by mixing calcium carbonate with citric and malic acids in water at 50° C. to 60° C. and separating the white crystalline material from the mother liquor. When the product is dry (oven drying is used), the temperature is raised to 110° C. -120° C. to sterilize the powder. Reactants: [I-].C(C)(C)(C)OC(=O)N[C@H]1[C@@H]2N(C(=C(CS2)C[N+]=2N(C=CC2)C)C(=O)OC(C2=CC=CC=C2)C2=CC=CC=C2)C1=O (benzhydryl 7β-tert-butoxycarbonylamino-3-(2-methyl-1-pyrazolio)methyl-3-cephem-4-carboxylate iodide), C1(=CC=CC=C1)OC (anisole), FC(C(=O)O)(F)F (trifluoroacetic acid), C(C)(C)OC(C)C (diisopropyl ether). Solvent: C(Cl)Cl (methylene chloride). Yields the product bis(trifluoroacetic acid), N[C@H]1[C@@H]2N(C(=C(CS2)C[N+]=2N(C=CC2)C)C(=O)[O-])C1=O (7β-amino-3-(2-methyl-1-pyrazolio)methyl-3-cephem-4-carboxylate). Isolated yield 176.6%. Reaction SMILES: [I-].C(OC([NH:9][C@@H:10]1[C:40](=[O:41])[N:12]2[C:13]([C:24]([O:26]C(C3C=CC=CC=3)C3C=CC=CC=3)=[O:25])=[C:14]([CH2:17][N+:18]3[N:19]([CH3:23])[CH:20]=[CH:21][CH:22]=3)[CH2:15][S:16][C@H:11]12)=O)(C)(C)C.C1(OC)C=CC=CC=1.FC(F)(F)C(O)=O.C(OC(C)C)(C)C>C(Cl)Cl>[NH2:9][C@@H:10]1[C:40](=[O:41])[N:12]2[C:13]([C:24]([O-:26])=[O:25])=[C:14]([CH2:17][N+:18]3[N:19]([CH3:23])[CH:20]=[CH:21][CH:22]=3)[CH2:15][S:16][C@H:11]12 |f:0.1|. Procedure: To a solution of benzhydryl 7β-tert-butoxycarbonylamino-3-(2-methyl-1-pyrazolio)methyl-3-cephem-4-carboxylate iodide (22.3 g) and anisole (22 ml) in methylene chloride (66 ml) was added trifluoroacetic acid (44 ml) under ice-cooling. After the mixture was stirred at ambient temperature for an hour, the reaction mixture was added dropwise to diisopropyl ether (600 ml). The resultant precipitates were collected by filtration to give bis(trifluoroacetic acid) salts of 7β-amino-3-(2-methyl-1-pyrazol... Reaction SMILES: [CH2:1]([c:2]1[cH:3][cH:4][cH:5][cH:6][cH:7]1)[n:8]1[c:9]([CH:20]([CH:21]([CH2:22][CH3:23])[CH2:24][CH3:25])[n:26]2[c:27](-[c:44]3[cH:45][cH:46][c:47]([CH3:50])[cH:48][cH:49]3)[n:28][c:29]([CH2:31][CH2:32][N:33]3[C:34](=[O:35])[c:36]4[c:37]([cH:38][cH:39][cH:40][cH:41]4)[C:42]3=[O:43])[cH:30]2)[n:10][c:11]2[n:12][c:13]([Cl:19])[n:14][cH:15][c:16]2[c:17]1=[O:18].[CH3:53][CH2:54][OH:55].[NH2:51][NH2:52]>>[CH2:1]([c:2]1[cH:3][cH:4][cH:5][cH:6][cH:7]1)[n:8]1[c:9]([CH:20]([CH:21]([CH2:22][CH3:23])[CH2:24][CH3:25])[n:26]2[c:27](-[c:44]3[cH:45][cH:46][c:47]([CH3:50])[cH:48][cH:49]3)[n:28][c:29]([CH2:31][CH2:32][NH2:33])[cH:30]2)[n:10][c:11]2[n:12][c:13]([Cl:19])[n:14][cH:15][c:16]2[c:17]1=[O:18]. The product is CCC(CC)C(c1nc2nc(Cl)ncc2c(=O)n1Cc1ccccc1)n1cc(CCN)nc1-c1ccc(C)cc1. Reactants: CCC(CC)C(c1nc2nc(Cl)ncc2c(=O)n1Cc1ccccc1)n1cc(CCN2C(=O)c3ccccc3C2=O)nc1-c1ccc(C)cc1, CCO, NN. The reactants are CC(C)C[Al](CC(C)C)CC(C)C, COC(=O)c1ccc(CN2CCN(C)CC2)cc1, COC(C)(C)C, Cc1ccccc1, Cc1ccc(N)cc1[N+](=O)[O-]. Yields the product Cc1ccc(NC(=O)c2ccc(CN3CCN(C)CC3)cc2)cc1[N+](=O)[O-]. As a reaction SMILES: [CH2:12]([Al:13]([CH2:14][CH:15]([CH3:16])[CH3:17])[CH2:18][CH:19]([CH3:20])[CH3:21])[CH:22]([CH3:23])[CH3:24].[CH3:25][O:26][C:27]([c:28]1[cH:29][cH:30][c:31]([CH2:34][N:35]2[CH2:36][CH2:37][N:38]([CH3:41])[CH2:39][CH2:40]2)[cH:32][cH:33]1)=[O:42].[CH3:43][O:44][C:45]([CH3:46])([CH3:47])[CH3:48].[CH3:49][c:50]1[cH:51][cH:52][cH:53][cH:54][cH:55]1.[N+:1](=[O:2])([O-:3])[c:4]1[cH:5][c:6]([NH2:7])[cH:8][cH:9][c:10]1[CH3:11]>>[N+:1](=[O:2])([O-:3])[c:4]1[cH:5][c:6]([NH:7][C:27](=[O:26])[c:28]2[cH:29][cH:30][c:31]([CH2:34][N:35]3[CH2:36][CH2:37][N:38]([CH3:41])[CH2:39][CH2:40]3)[cH:32][cH:33]2)[cH:8][cH:9][c:10]1[CH3:11]. The yield is 90.0%. Reactants: CC(COS(=O)(=O)C=1C=C(C=CC1)C1=CC(=C(C=C1)F)[C@]1(NC(COC(C1(F)F)(C)C)=O)C)(C)C (3′-((R)-6,6-difluoro-5,7,7-trimethyl-3-oxo-[1,4]oxazepan-5-yl)-4′-fluoro-biphenyl-3-sulfonic acid 2,2-dimethyl-propyl ester), COC=1C=CC(=CC1)P2(=S)SP(=S)(S2)C=3C=CC(=CC3)OC (Lawesson's reagent). Solvent: O1CCOCC1 (1,4-dioxane). Yields the product CC(COS(=O)(=O)C=1C=C(C=CC1)C1=CC(=C(C=C1)F)[C@]1(NC(COC(C1(F)F)(C)C)=S)C)(C)C (3′-((R)-6,6-difluoro-5,7,7-trimethyl-3-thioxo-[1,4]oxazepan-5-yl)-4′-fluoro-biphenyl-3-sulfonic acid 2,2-dimethyl-propyl ester). RXN SMILES: [CH3:1][C:2]([CH3:35])([CH3:34])[CH2:3][O:4][S:5]([C:8]1[CH:9]=[C:10]([C:14]2[CH:19]=[CH:18][C:17]([F:20])=[C:16]([C@:21]3([CH3:33])[C:27]([F:29])([F:28])[C:26]([CH3:31])([CH3:30])[O:25][CH2:24][C:23](=O)[NH:22]3)[CH:15]=2)[CH:11]=[CH:12][CH:13]=1)(=[O:7])=[O:6].COC1C=CC(P2(SP(C3C=CC(OC)=CC=3)(=S)S2)=[S:45])=CC=1>O1CCOCC1>[CH3:1][C:2]([CH3:34])([CH3:35])[CH2:3][O:4][S:5]([C:8]1[CH:9]=[C:10]([C:14]2[CH:19]=[CH:18][C:17]([F:20])=[C:16]([C@:21]3([CH3:33])[C:27]([F:28])([F:29])[C:26]([CH3:31])([CH3:30])[O:25][CH2:24][C:23](=[S:45])[NH:22]3)[CH:15]=2)[CH:11]=[CH:12][CH:13]=1)(=[O:6])=[O:7]. Procedure: The reaction of 3′-((R)-6,6-difluoro-5,7,7-trimethyl-3-oxo-[1,4]oxazepan-5-yl)-4′-fluoro-biphenyl-3-sulfonic acid 2,2-dimethyl-propyl ester (124 mg, 241 μmol with Lawesson's reagent (97.7 mg, 241 μmol) in 1,4-dioxane (10 ml) yielded the 3′-((R)-6,6-difluoro-5,7,7-trimethyl-3-thioxo-[1,4]oxazepan-5-yl)-4′-fluoro-biphenyl-3-sulfonic acid 2,2-dimethyl-propyl ester (115 mg, 90%) as a white foam. MS (ISP): m/z=530.2 [M+H]+. The reactants are BrC1C[C@H]2[C@@H]3CCC([C@@]3(C)CC[C@@H]2[C@]2(CCC(C=C12)=O)C)=O (6-bromoandrost-4-en-3,17-dione), [N-]=[N+]=[N-].[Na+] (sodium azide). Solvent: O (water), CN(C=O)C (dimethylformamide). Reaction conditions: temperature 100 celsius. The product is NC1=C2C=C[C@H]3[C@@H]4CCC([C@@]4(C)CC[C@@H]3[C@]2(CCC1=O)C)=O (4-aminoandrosta-4,6-dien-3,17-dione). The yield is 36.0%. As a reaction SMILES: Br[CH:2]1[C:19]2[C@:14]([CH3:21])([CH2:15][CH2:16][C:17](=[O:20])[CH:18]=2)[C@@H:13]2[C@H:4]([C@H:5]3[C@@:9]([CH2:11][CH2:12]2)([CH3:10])[C:8](=[O:22])[CH2:7][CH2:6]3)[CH2:3]1.[N-:23]=[N+]=[N-].[Na+]>CN(C)C=O.O>[NH2:23][C:18]1[C:17](=[O:20])[CH2:16][CH2:15][C@@:14]2([CH3:21])[C:19]=1[CH:2]=[CH:3][C@@H:4]1[C@@H:13]2[CH2:12][CH2:11][C@@:9]2([CH3:10])[C@H:5]1[CH2:6][CH2:7][C:8]2=[O:22] |f:1.2|. Reported procedure: To a stirred solution of 1.1 g of 6-bromoandrost-4-en-3,17-dione in 57.4 ml of dimethylformamide are added 0.250 g of sodium azide dissolved in 2 ml of water. The resulting mixture is heated at 100° C. for 90 minutes, cooled and worked up as described in the example 1. There are obtained 0.325 g of the title compound, m.p. 148°-150° C. (dec.). Starting materials: CC#N, COc1nnc(-c2ccncc2)cc1-c1[nH]c2ccccc2c1-c1ccccc1, CCO, O=CO, [Na+], [OH-], O. Yields the product O=c1[nH]nc(-c2ccncc2)cc1-c1[nH]c2ccccc2c1-c1ccccc1. Reaction SMILES: [C:31](#[N:32])[CH3:33].[CH3:1][O:2][c:3]1[n:4][n:5][c:6](-[c:24]2[cH:25][cH:26][n:27][cH:28][cH:29]2)[cH:7][c:8]1-[c:9]1[nH:10][c:11]2[cH:12][cH:13][cH:14][cH:15][c:16]2[c:17]1-[c:18]1[cH:19][cH:20][cH:21][cH:22][cH:23]1.[CH3:37][CH2:38][OH:39].[CH:34]([OH:35])=[O:36].[Na+:41].[OH-:40].[OH2:30]>>[O:2]=[c:3]1[nH:4][n:5][c:6](-[c:24]2[cH:25][cH:26][n:27][cH:28][cH:29]2)[cH:7][c:8]1-[c:9]1[nH:10][c:11]2[cH:12][cH:13][cH:14][cH:15][c:16]2[c:17]1-[c:18]1[cH:19][cH:20][cH:21][cH:22][cH:23]1.